Dataset: the Open Reaction Database (ORD), a public repository of structured organic reaction records. Task: describe an organic reaction: reactants, conditions, products, and yield The reactants are CN(C)C=O, O=S(Cl)Cl, Oc1ncnc2[nH]nc(-c3ccccc3)c12. The product is Clc1ncnc2[nH]nc(-c3ccccc3)c12. As a reaction SMILES: [O:17]=[CH:18][N:19]([CH3:20])[CH3:21].[S:22]([Cl:23])([Cl:24])=[O:25].[c:1]1(-[c:7]2[n:8][nH:9][c:10]3[n:11][cH:12][n:13][c:14]([OH:16])[c:15]23)[cH:2][cH:3][cH:4][cH:5][cH:6]1>>[c:1]1(-[c:7]2[n:8][nH:9][c:10]3[n:11][cH:12][n:13][c:14]([Cl:24])[c:15]23)[cH:2][cH:3][cH:4][cH:5][cH:6]1. Starting materials: COC1=NC=CC(=C1)B(O)O (2-methoxypyridine-4-boronic acid), CN1CCN(CC1)C1=CC=C(C=C1)NC=1C=2N(C(=CN1)C=1C=C(SC1)C(=O)N)N=CN2 (4-{8-[4-(4-Methyl-piperazin-1-yl)-phenylamino]-[1,2,4]triazolo[1,5-a]pyrazin-5-yl}-thiophene-2-carboxylic acid amide), BrC1=CN=C(C=2N1N=CN2)NC2=CC=C(C(=O)NCC=1C=NC=CC1)C=C2 (4-(5-bromo-[1,2,4]triazolo[1,5-a]pyrazin-8-ylamino)-N-pyridin-3-ylmethyl-benzamide). The reagents and catalysts are C=1C=CC(=CC1)[P](C=2C=CC=CC2)(C=3C=CC=CC3)[Pd]([P](C=4C=CC=CC4)(C=5C=CC=CC5)C=6C=CC=CC6)([P](C=7C=CC=CC7)(C=8C=CC=CC8)C=9C=CC=CC9)[P](C=1C=CC=CC1)(C=1C=CC=CC1)C=1C=CC=CC1 (Pd(PPh3)4). Run in C(=O)([O-])[O-].[K+].[K+] (K2CO3), O1CCOCC1 (dioxane). Product: N (NH3), COC1=NC=CC(=C1)C1=CN=C(C=2N1N=CN2)NC2=CC=C(C(=O)NCC=1C=NC=CC1)C=C2 (4-[5-(2-Methoxy-pyridin-4-yl)-[1,2,4]triazolo[1,5-a]pyrazin-8-ylamino]-N-pyridin-3-ylmethyl-benzamide). Yield: 73.0%. As a reaction SMILES: C[N:2]1CCN(C2C=CC(NC3C4N(N=CN=4)C(C4C=C(C(N)=O)SC=4)=CN=3)=CC=2)CC1.Br[C:33]1[N:38]2[N:39]=[CH:40][N:41]=[C:37]2[C:36]([NH:42][C:43]2[CH:58]=[CH:57][C:46]([C:47]([NH:49][CH2:50][C:51]3[CH:52]=[N:53][CH:54]=[CH:55][CH:56]=3)=[O:48])=[CH:45][CH:44]=2)=[N:35][CH:34]=1.[CH3:59][O:60][C:61]1[CH:66]=[C:65](B(O)O)[CH:64]=[CH:63][N:62]=1>C([O-])([O-])=O.[K+].[K+].O1CCOCC1.C1C=CC([P]([Pd]([P](C2C=CC=CC=2)(C2C=CC=CC=2)C2C=CC=CC=2)([P](C2C=CC=CC=2)(C2C=CC=CC=2)C2C=CC=CC=2)[P](C2C=CC=CC=2)(C2C=CC=CC=2)C2C=CC=CC=2)(C2C=CC=CC=2)C2C=CC=CC=2)=CC=1>[NH3:2].[CH3:59][O:60][C:61]1[CH:66]=[C:65]([C:33]2[N:38]3[N:39]=[CH:40][N:41]=[C:37]3[C:36]([NH:42][C:43]3[CH:58]=[CH:57][C:46]([C:47]([NH:49][CH2:50][C:51]4[CH:52]=[N:53][CH:54]=[CH:55][CH:56]=4)=[O:48])=[CH:45][CH:44]=3)=[N:35][CH:34]=2)[CH:64]=[CH:63][N:62]=1 |f:3.4.5,^1:85,87,106,125|. Reported procedure: This compound may be prepared using methods as described for Compound 6, step 4 using 4-(5-bromo-[1,2,4]triazolo[1,5-a]pyrazin-8-ylamino)-N-pyridin-3-ylmethyl-benzamide (120 mg, 0.28 mmol), 2-methoxypyridine-4-boronic acid (87 mg, 0.57 mmol) and Pd(PPh3)4 (81 mg, 0.07 mmol) in 1.5M K2CO3 (aq) (1.6 mL) and dioxane (2.9 mL). The crude material is purified by silica gel column chromatography eluting with DCM followed by 99:1 then 97:3 then 95:5 DCM:NH3 (7M in MeOH) to afford the title compound as a... The reactants are COC(=O)c1ccc(-c2ccc(F)cc2)s1, CO, Cl, [Na+], C1CCOC1, [OH-]. The product is O=C(O)c1ccc(-c2ccc(F)cc2)s1. As a reaction SMILES: [CH3:1][O:2][C:3](=[O:4])[c:5]1[s:6][c:7](-[c:10]2[cH:11][cH:12][c:13]([F:16])[cH:14][cH:15]2)[cH:8][cH:9]1.[CH3:20][OH:21].[ClH:19].[Na+:18].[O:22]1[CH2:23][CH2:24][CH2:25][CH2:26]1.[OH-:17]>>[O:2]=[C:3]([OH:4])[c:5]1[s:6][c:7](-[c:10]2[cH:11][cH:12][c:13]([F:16])[cH:14][cH:15]2)[cH:8][cH:9]1. Conditions: time 24 hour. Procedure details: (4Z,7Z,10Z,13Z,16Z,19Z)—N-(2-(2-(Methylamino)acetamido)ethyl)docosa-4,7,10,13,16,19-hexaenamide (416 mg, 1.2 mmol) was taken up in 10 mL of DMF along with tert-butyl (((tert-butoxycarbonyl)amino)(1H-pyrazol-1-yl)methylene)carbamate (154 mg, 1.2 mmol) and DIEA (154 mg, 1.2 mmol). The resulting reaction mixture was stirred at room temperature for 24 h. It was then diluted with EtOAc and washed with water. The organic layer was washed with brine, dried (Na2SO4) and concentrated under reduced pressu... The reactants are CCN(C(C)C)C(C)C (DIEA), CNCC(=O)NCCNC(CC\C=C/C\C=C/C\C=C/C\C=C/C\C=C/C\C=C/CC)=O ((4Z,7Z,10Z,13Z,16Z,19Z)—N-(2-(2-(Methylamino)acetamido)ethyl)docosa-4,7,10,13,16,19-hexaenamide), C(C)(C)(C)OC(=O)NC(N1N=CC=C1)=NC(OC(C)(C)C)=O (tert-butyl (((tert-butoxycarbonyl)amino)(1H-pyrazol-1-yl)methylene)carbamate). The yield is 43.0%. As a reaction SMILES: [CH3:1][NH:2][CH2:3][C:4]([NH:6][CH2:7][CH2:8][NH:9][C:10](=[O:32])[CH2:11][CH2:12]/[CH:13]=[CH:14]\[CH2:15]/[CH:16]=[CH:17]\[CH2:18]/[CH:19]=[CH:20]\[CH2:21]/[CH:22]=[CH:23]\[CH2:24]/[CH:25]=[CH:26]\[CH2:27]/[CH:28]=[CH:29]\[CH2:30][CH3:31])=[O:5].C(OC([NH:40][C:41](=NC(=O)OC(C)(C)C)[N:42]1C=CC=N1)=O)(C)(C)C.CCN(C(C)C)C(C)C>CN(C=O)C.CCOC(C)=O>[CH3:1][N:2]([CH2:3][C:4]([NH:6][CH2:7][CH2:8][NH:9][C:10](=[O:32])[CH2:11][CH2:12]/[CH:13]=[CH:14]\[CH2:15]/[CH:16]=[CH:17]\[CH2:18]/[CH:19]=[CH:20]\[CH2:21]/[CH:22]=[CH:23]\[CH2:24]/[CH:25]=[CH:26]\[CH2:27]/[CH:28]=[CH:29]\[CH2:30][CH3:31])=[O:5])[C:41]([NH2:42])=[NH:40]. Product: di-Boc, CN(C(=N)N)CC(=O)NCCNC(CC\C=C/C\C=C/C\C=C/C\C=C/C\C=C/C\C=C/CC)=O ((4Z,7Z,10Z,13Z,16Z,19Z)—N-(2-(2-(1-methylguanidino)acetamido)ethyl)docosa-4,7,10,13,16,19-hexaenamide). Solvent: CN(C)C=O (DMF), CCOC(=O)C (EtOAc). Starting materials: CC=1C=CC(=C(C1)[C@H](CCN(C(C)C)C(C)C)C=2C=CC=CC2)O (tolterodine), C(\C=C\C1=CC=CC=C1)(=O)O (trans-cinnamic acid), C1=CC(=CC=C1O)C (p-cresol). Solvent: S(O)(O)(=O)=O (sulfuric acid). Yields the product CC=1C=CC2=C(C(CC(O2)=O)C2=CC=CC=C2)C1 (3,4-dihydro-6-methyl-4-phenyl-2H-benzopyran-2-one). Reaction SMILES: [CH3:1][C:2]1[CH:3]=[CH:4][C:5]([OH:24])=[C:6]([C@@H:8]([C:18]2[CH:19]=[CH:20][CH:21]=[CH:22][CH:23]=2)[CH2:9][CH2:10]N(C(C)C)C(C)C)[CH:7]=1.C(O)(=[O:34])/C=C/C1C=CC=CC=1.C1C(O)=CC=C(C)C=1>S(=O)(=O)(O)O>[CH3:1][C:2]1[CH:3]=[CH:4][C:5]2[O:24][C:10](=[O:34])[CH2:9][CH:8]([C:18]3[CH:19]=[CH:20][CH:21]=[CH:22][CH:23]=3)[C:6]=2[CH:7]=1. Procedure: U.S. Pat. No. 5,922,914 provides an alternate method for the preparation of tolterodine. The process involves the cyclization of trans-cinnamic acid with p-cresol in hot sulfuric acid to give 3,4-dihydro-6-methyl-4-phenyl-2H-benzopyran-2-one, which is reduced with diisobutyl aluminum hydride (DIBAL) in toluene to yield 6-methyl-4-phenyl-3,4-dihydro-2H-1-benzopyran-2-ol. This on reducto-condensation with diisopropylamine, by means of hydrogen over palladium on charcoal in methanol, affords racemi... Starting materials: S1C(NC(C1)=O)=O (thiazolidine-2,4-dione), C1(=CC=CC=C1)P(C1=CC=CC=C1)C1=CC=CC=C1 (triphenylphosphine), N(=NC(=O)[O-])C(=O)OC(C)(C)C (tert-butyl azodicarboxylate), FC1=C(C=C2C(C(NC2=C1)=O)=CC=1NC=C(C1)CN1CCOCC1)CO (6-Fluoro-5-(hydroxymethyl)-3-{[4-(4-morpholinylmethyl)-1H-pyrrol-2-yl]methylene}-1,3-dihydro-2H-indol-2-one), S1C(NC(C1)=O)=O (Thiazolidine-2,4-dione), C1(=CC=CC=C1)P(C1=CC=CC=C1)C1=CC=CC=C1 (triphenylphosphine), N(=NC(=O)OC(C)(C)C)C(=O)OC(C)(C)C (di-tert-butyl azodicarboxylate). Solvent: C1CCOC1 (THF), CC#N (CH3CN). Reaction conditions: temperature 0 celsius, time 10 minute. Yields the product FC1=C(C=C2C(C(NC2=C1)=O)=CC=1NC=C(C1)CN1CCOCC1)CN1C(SCC1=O)=O (3-[(6-Fluoro-3-{[4-(4-morpholinylmethyl)-1H-pyrrol-2-yl]methylene}-2-oxo-2,3-dihydro-1H-indol-5-yl)methyl]-1,3-thiazolidine-2,4-dione). As a reaction SMILES: [S:1]1[CH2:5][C:4](=[O:6])[NH:3][C:2]1=[O:7].C1(P(C2C=CC=CC=2)C2C=CC=CC=2)C=CC=CC=1.N(C(OC(C)(C)C)=O)=NC(OC(C)(C)C)=O.[F:43][C:44]1[CH:52]=[C:51]2[C:47]([C:48](=[CH:54][C:55]3[NH:56][CH:57]=[C:58]([CH2:60][N:61]4[CH2:66][CH2:65][O:64][CH2:63][CH2:62]4)[CH:59]=3)[C:49](=[O:53])[NH:50]2)=[CH:46][C:45]=1[CH2:67]O.N(C(OC(C)(C)C)=O)=NC([O-])=O>C1COCC1.CC#N>[F:43][C:44]1[CH:52]=[C:51]2[C:47]([C:48](=[CH:54][C:55]3[NH:56][CH:57]=[C:58]([CH2:60][N:61]4[CH2:62][CH2:63][O:64][CH2:65][CH2:66]4)[CH:59]=3)[C:49](=[O:53])[NH:50]2)=[CH:46][C:45]=1[CH2:67][N:3]1[C:4](=[O:6])[CH2:5][S:1][C:2]1=[O:7]. Reported procedure: Thiazolidine-2,4-dione (0.350 mmol) and triphenylphosphine on resin (1.66 mmol/g, 0.415 mmol) are stirred for 10 min. at ambient temperature in anhydrous THF (9 ml) under nitrogen. The mixture is cooled in an ice bath and di-tert-butyl azodicarboxylate (0.369 mmol) is added all at once. The mixture is stirred at 0° C. for 10 min, and then the compound obtained in Step D (0.238 mmol) is added all at once. The mixture is stirred at 0° C. for 1.5 hours, and then thiazolidine-2,4-dione (0.350 mmol),... The reactants are CN(C)C=O, [O-][I+3]([O-])([O-])[O-], I, COC(=O)c1ccc(N)cn1, [Na+], [Na+], [Na+], O=S([O-])[O-]. Yields the product COC(=O)c1ccc(N)c(I)n1. As a reaction SMILES: [CH3:25][N:26]([CH3:27])[CH:28]=[O:29].[I+3:13]([O-:14])([O-:15])([O-:16])[O-:17].[I:12].[NH2:1][c:2]1[cH:3][cH:4][c:5]([C:8](=[O:9])[O:10][CH3:11])[n:6][cH:7]1.[Na+:18].[Na+:23].[Na+:24].[S:19]([O-:20])([O-:21])=[O:22]>>[NH2:1][c:2]1[cH:3][cH:4][c:5]([C:8](=[O:9])[O:10][CH3:11])[n:6][c:7]1[I:13].